describe an organic reaction: reactants, conditions, products, and yield From a dataset of the Open Reaction Database (ORD), a public repository of structured organic reaction records. Reaction SMILES: [OH:1][C:2]1[C:3]([F:13])=[C:4]([CH:8]=[C:9]([F:12])[C:10]=1[F:11])[C:5](O)=[O:6].Cl.[S:15]([O:20][CH3:21])([O:18][CH3:19])(=[O:17])=[O:16].[OH-].[Na+].[C:24]1(C)C(C)=CC=CC=1>>[S:15]([O:20][CH3:21])([O:18][CH3:19])(=[O:17])=[O:16].[CH3:24][O:1][C:2]1[C:3]([F:13])=[C:4]([CH:8]=[C:9]([F:12])[C:10]=1[F:11])[C:5]([O:20][CH3:21])=[O:6] |f:3.4|. Reactants: amine, C=1(C(=CC=CC1)C)C (xylene), Cl (hydrochloric acid), [OH-].[Na+] (sodium hydroxide), aqueous solution, OC=1C(=C(C(=O)O)C=C(C1F)F)F (3-hydroxy-2,4,5-trifluorobenzoic acid), S(=O)(=O)(OC)OC (dimethyl sulfate). Reported procedure: The reaction proceeds according to the following reaction scheme: ##STR5##299 g of an aqueous solution which contains 15.6 g (81 mmol) of 3-hydroxy-2,4,5-trifluorobenzoic acid (B) are initially introduced into a glass flask with stirring and are treated with 10 g of xylene instead of the water-insoluble trialkylamine or amine mixture. A 30% strength by weight aqueous hydrochloric acid is added up to a pH of 7 and the pH is checked by means of a calibrated pH electrode which dips into the aqueous... The product is S(=O)(=O)(OC)OC (dimethyl sulfate), COC=1C(=C(C(=O)OC)C=C(C1F)F)F (methyl 3-methoxy-2,4,5-trifluorobenzoate). The reactants are CNC (Dimethylamine), ClC1=C(OCC(=O)O)C=CC(=C1)Cl (2,4-dichlorophenoxy acetic acid). Product: O(C1=CC=CC=C1)CC(=O)O (Phenoxy acetic acid). RXN SMILES: CNC.Cl[C:5]1[CH:15]=[C:14](Cl)[CH:13]=[CH:12][C:6]=1[O:7][CH2:8][C:9]([OH:11])=[O:10]>>[O:7]([CH2:8][C:9]([OH:11])=[O:10])[C:6]1[CH:12]=[CH:13][CH:14]=[CH:15][CH:5]=1. Reported procedure: Dimethylamine salt of 2,4-dichlorophenoxy acetic acid--2,4-D tank-mixed The reactants are NC1=CC=C(CC2=NC=3N(C(N(C(C3N2)=O)CC2=C(C=CC=C2)F)=O)CCCC)C=C1 (8-(4-amino-benzyl)-3-butyl-1-(2-fluoro-benzyl)-3,7-dihydro-purine-2,6-dione), FC=1C=CC(=C(C1)S(=O)(=O)Cl)C (5-fluoro-2-methyl-benzenesulfonyl chloride). Yields the product C(CCC)N1C(N(C(C=2NC(=NC12)CC1=CC=C(C=C1)NS(=O)(=O)C1=C(C=CC(=C1)F)C)=O)CC1=C(C=CC=C1)F)=O (N-{4-[3-Butyl-1-(2-fluoro-benzyl)-2,6-dioxo-2,3,6,7-tetrahydro-1H-purin-8-ylmethyl]-phenyl}-5-fluoro-2-methyl-benzenesulfonamide). As a reaction SMILES: [NH2:1][C:2]1[CH:31]=[CH:30][C:5]([CH2:6][C:7]2[NH:15][C:14]3[C:13](=[O:16])[N:12]([CH2:17][C:18]4[CH:23]=[CH:22][CH:21]=[CH:20][C:19]=4[F:24])[C:11](=[O:25])[N:10]([CH2:26][CH2:27][CH2:28][CH3:29])[C:9]=3[N:8]=2)=[CH:4][CH:3]=1.[F:32][C:33]1[CH:34]=[CH:35][C:36]([CH3:43])=[C:37]([S:39](Cl)(=[O:41])=[O:40])[CH:38]=1>>[CH2:26]([N:10]1[C:9]2[N:8]=[C:7]([CH2:6][C:5]3[CH:4]=[CH:3][C:2]([NH:1][S:39]([C:37]4[CH:38]=[C:33]([F:32])[CH:34]=[CH:35][C:36]=4[CH3:43])(=[O:40])=[O:41])=[CH:31][CH:30]=3)[NH:15][C:14]=2[C:13](=[O:16])[N:12]([CH2:17][C:18]2[CH:23]=[CH:22][CH:21]=[CH:20][C:19]=2[F:24])[C:11]1=[O:25])[CH2:27][CH2:28][CH3:29]. Procedure: Prepared from 8-(4-amino-benzyl)-3-butyl-1-(2-fluoro-benzyl)-3,7-dihydro-purine-2,6-dione and 5-fluoro-2-methyl-benzenesulfonyl chloride. Purity (ELSD, based on MW=593.7)=92%. Run at time 16 hour. Yields the product C(C)C1=C(C(=CC=C1)CC)C1=NC(=C(C(=N1)C)COC1=C(C=CC(=C1)C(C)C)C)C=1CCNCC1 (2-(2,6-diethylphenyl)-5-((5-isopropyl-2-methylphenoxy)methyl)-4-methyl-6-(1,2,3,6-tetrahydropyridin-4-yl)pyrimidine). Starting materials: C(C)C1=C(C(=CC=C1)CC)C1=NC(=C(C(=N1)C1=CCN(CC1)C(=O)OC(C)(C)C)COC1=C(C=CC(=C1)C(C)C)C)C (tert-butyl 4-(2-(2,6-diethylphenyl)-5-((5-isopropyl-2-methylphenoxy)methyl)-6-methylpyrimidin-4-yl)-5,6-dihydropyridine-1 (2H)-carboxylate), C(=O)(C(F)(F)F)O (TFA). Reported procedure: To a solution of tert-butyl 4-(2-(2,6-diethylphenyl)-5-((5-isopropyl-2-methylphenoxy)methyl)-6-methylpyrimidin-4-yl)-5,6-dihydropyridine-1 (2H)-carboxylate (741 mg, 1.3 mmol) in anhydrous CH2Cl2 (2 mL) at 0° C. is added TFA (2 mL). The mixture is then stirred a room temperature for 16 h. After removal of the solvent and excess of TFA under reduced pressure, the residue is neutralized with sat. NaHCO3, and extracted with CH2Cl2. The extracts are dried over anhydrous MgSO4, concentrated and purifi... Run in C(Cl)Cl (CH2Cl2). RXN SMILES: [CH2:1]([C:3]1[CH:8]=[CH:7][CH:6]=[C:5]([CH2:9][CH3:10])[C:4]=1[C:11]1[N:16]=[C:15]([C:17]2[CH2:22][CH2:21][N:20](C(OC(C)(C)C)=O)[CH2:19][CH:18]=2)[C:14]([CH2:30][O:31][C:32]2[CH:37]=[C:36]([CH:38]([CH3:40])[CH3:39])[CH:35]=[CH:34][C:33]=2[CH3:41])=[C:13]([CH3:42])[N:12]=1)[CH3:2].C(O)(C(F)(F)F)=O>C(Cl)Cl>[CH2:1]([C:3]1[CH:8]=[CH:7][CH:6]=[C:5]([CH2:9][CH3:10])[C:4]=1[C:11]1[N:12]=[C:13]([CH3:42])[C:14]([CH2:30][O:31][C:32]2[CH:37]=[C:36]([CH:38]([CH3:39])[CH3:40])[CH:35]=[CH:34][C:33]=2[CH3:41])=[C:15]([C:17]2[CH2:22][CH2:21][NH:20][CH2:19][CH:18]=2)[N:16]=1)[CH3:2]. The reactants are C(C)(C)(C)C1=C(C(=CC(=C1)C1=CC(=C(C(=C1)C(C)(C)C)O)C(C)(C)C)C(C)(C)C)O (2,2′,6,6′-tetra-t-butyl-4,4′-biphenol), CS(=O)(=O)O (methanesulfonic acid), CCCCCCCCC(C)C (Isopar-G). Run in C1(=CC=CC=C1)C (toluene). Run at time 2 hour. Product: C1(=CC=C(C=C1)C1=CC=C(C=C1)O)O (4,4′-biphenol). The yield is 99.2%. RXN SMILES: C([C:5]1[CH:10]=[C:9]([C:11]2[CH:16]=[C:15](C(C)(C)C)[C:14]([OH:21])=[C:13](C(C)(C)C)[CH:12]=2)[CH:8]=[C:7](C(C)(C)C)[C:6]=1[OH:30])(C)(C)C.CS(O)(=O)=O.CCCCCCCCC(C)C>C1(C)C=CC=CC=1>[C:14]1([OH:21])[CH:13]=[CH:12][C:11]([C:9]2[CH:10]=[CH:5][C:6]([OH:30])=[CH:7][CH:8]=2)=[CH:16][CH:15]=1. Reported procedure: In a three-necked flask 50 grams of 2,2′,6,6′-tetra-t-butyl-4,4′-biphenol (I) and 0.25 gm of methanesulfonic acid were mixed with a mixture of 80 ml Isopar-G (hydrocarbons C10-C11) and 20 ml of toluene. After 2 hours at 150° C., 26 grams of isobutylene is collected in a dry ice trap and the reaction cooled to room temperature and was filtered. The biphenol was dried at 130° C., giving 22.5 gram of 4,4′-biphenol (99% yield) with purity >99% were collected.